Dataset: the Open Reaction Database (ORD), a public repository of structured organic reaction records. Task: describe an organic reaction: reactants, conditions, products, and yield Reported procedure: 2.37 G. of 1-acetamido-2-nitro-4-thiocyanatobenzene in 10 ml. dimethylformamide is treated, under nitrogen, with 0.38 g. sodium borohydride at 20°-30° C. After one hour at 20°-30° C., 1.6 ml. of chloromethyl methyl ether is added. The mixture is stirred for a further 3 hour period, then diluted with water. The crude product is filtered off and recrystallized from cyclohexane, yielding 1-acetamido-2-nitro-4-methoxymethylthiobenzene. As a reaction SMILES: [C:1]([NH:4][C:5]1[CH:10]=[CH:9][C:8]([S:11][C:12]#N)=[CH:7][C:6]=1[N+:14]([O-:16])=[O:15])(=[O:3])[CH3:2].CN(C)[CH:19]=[O:20].[BH4-].[Na+].COCCl>O>[C:1]([NH:4][C:5]1[CH:10]=[CH:9][C:8]([S:11][CH2:12][O:20][CH3:19])=[CH:7][C:6]=1[N+:14]([O-:16])=[O:15])(=[O:3])[CH3:2] |f:2.3|. Yields the product C(C)(=O)NC1=C(C=C(C=C1)SCOC)[N+](=O)[O-] (1-acetamido-2-nitro-4-methoxymethylthiobenzene). Conditions: time 1 hour. Reactants: C(C)(=O)NC1=C(C=C(C=C1)SC#N)[N+](=O)[O-] (1-acetamido-2-nitro-4-thiocyanatobenzene), COCCl (chloromethyl methyl ether), CN(C=O)C (dimethylformamide), [BH4-].[Na+] (sodium borohydride). Run in O (water).